describe an organic reaction: reactants, conditions, products, and yield From a dataset of the Open Reaction Database (ORD), a public repository of structured organic reaction records. Starting materials: C(=O)C1=C(C(=NO1)C(=O)OCC)C (ethyl 5-formyl-4-methylisoxazole-3-carboxylate), C(=O)C1=C(C(=NO1)C(=O)OCC)C (ethyl 5-formyl-4-methylisoxazole-3-carboxylate), CC(C(CO)O)(C)C (3,3-dimethylbutane-1,2-diol). The solvent is C1(=CC=CC=C1)C (toluene). Reaction conditions: temperature 110 celsius. Yields the product C(C)(C)(C)C1OC(OC1)C1=C(C(=NO1)C(=O)OCC)C (Ethyl 5-(4-(tert-butyl)-1,3-dioxolan-2-yl)-4-methylisoxazole-3-carboxylate). As a reaction SMILES: [CH:1]([C:3]1[O:7][N:6]=[C:5]([C:8]([O:10][CH2:11][CH3:12])=[O:9])[C:4]=1[CH3:13])=[O:2].[CH3:14][C:15]([CH3:21])([CH3:20])[CH:16](O)[CH2:17][OH:18]>C1(C)C=CC=CC=1>[C:15]([CH:16]1[CH2:17][O:18][CH:1]([C:3]2[O:7][N:6]=[C:5]([C:8]([O:10][CH2:11][CH3:12])=[O:9])[C:4]=2[CH3:13])[O:2]1)([CH3:21])([CH3:20])[CH3:14]. Procedure: To a solution of ethyl 5-formyl-4-methylisoxazole-3-carboxylate (Intermediate C) (50 mg, 0.273 mmol) in toluene (0.5 mL) was added 3,3-dimethylbutane-1,2-diol (32.3 mg, 0.273 mmol) and the mixture was heated at 110° C. for 4.5 hours. The resulting mixture was partitioned between EtOAc and water and the organic layer was dried over MgSO4, filtered and the solvent removed under reduced pressure. The crude material was adsorbed onto silica and purification by chromatography eluting with 0-100% EtOA... Reactants: N1(CC1)C[C@]12[C@@H]([C@H]3CC[C@@H]4[C@]5(CC=C(C([C@@H]5CC[C@]4([C@@]3(CC1)C)C)(C)C)C1=CC=C(C(=O)OC(C)(C)C)C=C1)C)[C@@H](CC2)C(=C)C (tert-butyl 4-((1R,3aS,5aR,5bR,7aR,11aS,11bR,13aR,13bR)-3a-(aziridin-1-ylmethyl)-5a,5b,8,8,11a-pentamethyl-1-(prop-1-en-2-yl)-2,3,3a,4,5,5a,5b,6,7,7a,8,11,11a,11b,12,13,13a,13b-octadecahydro-1H-cyclopenta[a]chrysen-9-yl)benzoate), N1CCC(CC1)CO (piperidin-4-ylmethanol), C[C@]12CC[C@@]3([C@@H]([C@H]2CC[C@@H]2[C@]4(CC=C(C([C@@H]4CC[C@@]12C)(C)C)C1=CC=C(C(=O)O)C=C1)C)[C@@H](CC3)C(=C)C)CNCCN3CCN(CC3)S(=O)(=O)C (4-((1R,3aS,5aR,5bR,7aR,11aS,11bR,13aR,13bR)-5a,5b,8,8,11a-pentamethyl-3a-((2-(4-(methylsulfonyl)piperazin-1-yl)ethylamino)methyl)-1-(prop-1-en-2-yl)-2,3,3a,4,5,5a,5b,6,7,7a,8,11,11a,11b,12,13,13a,13b-octadecahydro-1H-cyclopenta[a]chrysen-9-yl)benzoic acid). Yields the product OCC1CCN(CC1)CCNC[C@]12[C@@H]([C@H]3CC[C@@H]4[C@]5(CC=C(C([C@@H]5CC[C@]4([C@@]3(CC1)C)C)(C)C)C1=CC=C(C(=O)O)C=C1)C)[C@@H](CC2)C(=C)C (4-((1R,3aS,5aR,5bR,7aR,11aS,11bR,13aR,13bR)-3a-((2-(4-(hydroxymethyl)piperidin-1-yl)ethylamino)methyl)-5a,5b,8,8,11a-pentamethyl-1-(prop-1-en-2-yl)-2,3,3a,4,5,5a,5b,6,7,7a,8,11,11a,11b,12,13,13a,13b-octadecahydro-1H-cyclopenta[a]chrysen-9-yl)benzoic acid), solid. Isolated yield 16.7%. RXN SMILES: [N:1]1([CH2:4][C@:5]23[CH2:43][CH2:42][C@@H:41]([C:44]([CH3:46])=[CH2:45])[C@@H:6]2[C@@H:7]2[C@@:20]([CH3:23])([CH2:21][CH2:22]3)[C@@:19]3([CH3:24])[C@@H:10]([C@:11]4([CH3:40])[C@@H:16]([CH2:17][CH2:18]3)[C:15]([CH3:26])([CH3:25])[C:14]([C:27]3[CH:39]=[CH:38][C:30]([C:31]([O:33]C(C)(C)C)=[O:32])=[CH:29][CH:28]=3)=[CH:13][CH2:12]4)[CH2:9][CH2:8]2)[CH2:3][CH2:2]1.C[C@]12[C@@]3(C)[C@@H]([C@]4(C)[C@@H](CC3)C(C)(C)C(C3C=CC(C(O)=O)=CC=3)=CC4)CC[C@@H]1[C@H]1[C@H](C(C)=C)CC[C@]1(CNCCN1CCN(S(C)(=O)=O)CC1)CC2.[NH:99]1[CH2:104][CH2:103][CH:102]([CH2:105][OH:106])[CH2:101][CH2:100]1>>[OH:106][CH2:105][CH:102]1[CH2:103][CH2:104][N:99]([CH2:3][CH2:2][NH:1][CH2:4][C@:5]23[CH2:43][CH2:42][C@@H:41]([C:44]([CH3:46])=[CH2:45])[C@@H:6]2[C@@H:7]2[C@@:20]([CH3:23])([CH2:21][CH2:22]3)[C@@:19]3([CH3:24])[C@@H:10]([C@:11]4([CH3:40])[C@@H:16]([CH2:17][CH2:18]3)[C:15]([CH3:25])([CH3:26])[C:14]([C:27]3[CH:28]=[CH:29][C:30]([C:31]([OH:33])=[O:32])=[CH:38][CH:39]=3)=[CH:13][CH2:12]4)[CH2:9][CH2:8]2)[CH2:100][CH2:101]1. Reported procedure: The title compound was prepared from tert-butyl 4-((1R,3aS,5aR,5bR,7aR,11aS,11bR,13aR,13bR)-3a-(aziridin-1-ylmethyl)-5a,5b,8,8,11a-pentamethyl-1-(prop-1-en-2-yl)-2,3,3a,4,5,5a,5b,6,7,7a,8,11,11a,11b,12,13,13a,13b-octadecahydro-1H-cyclopenta[a]chrysen-9-yl)benzoate following the procedure described above for the synthesis of 4-((1R,3aS,5aR,5bR,7aR,11aS,11bR,13aR,13bR)-5a,5b,8,8,11a-pentamethyl-3a-((2-(4-(methylsulfonyl)piperazin-1-yl)ethylamino)methyl)-1-(prop-1-en-2-yl)-2,3,3a,4,5,5a,5b,6,7,7a,8... Starting materials: NC1=NC=C(C(=C1)C)Br (2-amino-5-bromo-4-methylpyridine), N1(CCCCC1)S(=O)(=O)C1=CC=C(C=C1)S (4-(N -piperidinylsulfonyl)thiophenol), ClC1=C(C=CC(=C1)C(F)(F)F)S(=O)(=O)Cl (2-chloro-4-trifluoromethylphenylsulfonyl chloride). Yields the product ClC1=C(C=CC(=C1)C(F)(F)F)S(=O)(=O)NC1=NC=C(C(=C1)C)SC1=CC=C(C=C1)S(=O)(=O)N1CCCCC1 (2-Chloro-N-{4-methyl-5-[4-(piperidine-1-sulfonyl) -phenylsulfanyl]-pyridin-2-yl}-4-trifluoromethyl-benzenesulfonamide). As a reaction SMILES: [NH2:1][C:2]1[CH:7]=[C:6]([CH3:8])[C:5](Br)=[CH:4][N:3]=1.[N:10]1([S:16]([C:19]2[CH:24]=[CH:23][C:22]([SH:25])=[CH:21][CH:20]=2)(=[O:18])=[O:17])[CH2:15][CH2:14][CH2:13][CH2:12][CH2:11]1.[Cl:26][C:27]1[CH:32]=[C:31]([C:33]([F:36])([F:35])[F:34])[CH:30]=[CH:29][C:28]=1[S:37](Cl)(=[O:39])=[O:38]>>[Cl:26][C:27]1[CH:32]=[C:31]([C:33]([F:35])([F:34])[F:36])[CH:30]=[CH:29][C:28]=1[S:37]([NH:1][C:2]1[CH:7]=[C:6]([CH3:8])[C:5]([S:25][C:22]2[CH:21]=[CH:20][C:19]([S:16]([N:10]3[CH2:11][CH2:12][CH2:13][CH2:14][CH2:15]3)(=[O:18])=[O:17])=[CH:24][CH:23]=2)=[CH:4][N:3]=1)(=[O:39])=[O:38]. Reported procedure: Prepared from 2-amino-5-bromo-4-methylpyridine and 4-(N -piperidinylsulfonyl)thiophenol according to General Method 11 step 1 followed by reaction with 2-chloro-4-trifluoromethylphenylsulfonyl chloride according to General Method 11 step 2. 1H NMR (CDCl3): 13.39 (1 H, br s, NH), 8.39 (1 H, s, A-ring CH ortho to Cl), 8.31 (1 H, d, J 11 Hz, A-ring CH ortho to SO2NH), 7.67 & 7.18 (2×1 H, 2×s, pyridyl CH's), 7.61 (1 H, d, J 11 Hz, A-ring CH ortho to CF3), 7.53 & 7.04 (2×2 H, 2×d, 2×J 10 Hz, Ar CH's ...